The task is: describe an organic reaction: reactants, conditions, products, and yield. This data is from the Open Reaction Database (ORD), a public repository of structured organic reaction records. Reactants: CC[C@@H]1C(=O)N2CCC[C@H]2C(=O)N(C(C(=O)N3CCC(=O)C[C@H]3C(=O)N[C@H](C(=O)O[C@@H]([C@@H](C(=O)N1)NC(=O)C4=C(C=CC=N4)O)C)C5=CC=CC=C5)CC6=CC=CC=C6)C.C[C@@H]1/C=C/C(=O)NC/C=C/C(=C/[C@H](CC(=O)CC2=NC(=CO2)C(=O)N3CCC=C3C(=O)O[C@@H]1C(C)C)O)/C (Lactrol), OC[C@H](O)[C@@H](O)[C@H](O)[C@H](O)CO (sorbitol), CC[C@@H]1C(=O)N2CCC[C@H]2C(=O)N(C(C(=O)N3CCC(=O)C[C@H]3C(=O)N[C@H](C(=O)O[C@@H]([C@@H](C(=O)N1)NC(=O)C4=C(C=CC=N4)O)C)C5=CC=CC=C5)CC6=CC=CC=C6)C.C[C@@H]1/C=C/C(=O)NC/C=C/C(=C/[C@H](CC(=O)CC2=NC(=CO2)C(=O)N3CCC=C3C(=O)O[C@@H]1C(C)C)O)/C (Lactrol), C(C(O)C)(=O)O (lactic acid), C1=CC(=CC=C1C2=CC=C(O2)CCC(=O)O)Cl (F1067), [OH-].[Na+] (NaOH). Yields the product CCC1C(=O)N2CCCC2C(=O)N(C(C(=O)N3CCC(=O)CC3C(=O)NC(C(=O)OC(C(C(=O)N1)NC(=O)C4=C(C=CC=N4)O)C)C5=CC=CC=C5)CC6=CC=CC=C6)C (Virginiamycin). As a reaction SMILES: [CH3:1][CH2:2][C@H:3]1[NH:35][C:33](=[O:34])[C@@H:32]([NH:36][C:37]([C:39]2[N:44]=[CH:43][CH:42]=[CH:41][C:40]=2[OH:45])=[O:38])[C@@H:31]([CH3:46])[O:30][C:28](=[O:29])[C@H:27]([C:47]2[CH:52]=[CH:51][CH:50]=[CH:49][CH:48]=2)[NH:26][C:24](=[O:25])[C@H:23]2[N:17]([CH2:18][CH2:19][C:20]([CH2:22]2)=[O:21])[C:15](=[O:16])[CH:14]([CH2:53][C:54]2[CH:59]=[CH:58][CH:57]=[CH:56][CH:55]=2)[N:13]([CH3:60])[C:11](=[O:12])[C@H:10]2[N:6]([CH2:7][CH2:8][CH2:9]2)[C:4]1=[O:5].C[C@H]1[C@@H](C(C)C)OC(=O)C2N(CCC=2)C(=O)C2=COC(=N2)CC(=O)C[C@H](O)C=C(C)C=CCNC(=O)C=C1.C(O)(=O)C(C)O.C1C(C2OC(CCC(O)=O)=CC=2)=CC=C(Cl)C=1.OC[C@@H]([C@H]([C@@H]([C@@H](CO)O)O)O)O.[OH-].[Na+]>>[CH3:1][CH2:2][CH:3]1[NH:35][C:33](=[O:34])[CH:32]([NH:36][C:37]([C:39]2[N:44]=[CH:43][CH:42]=[CH:41][C:40]=2[OH:45])=[O:38])[CH:31]([CH3:46])[O:30][C:28](=[O:29])[CH:27]([C:47]2[CH:52]=[CH:51][CH:50]=[CH:49][CH:48]=2)[NH:26][C:24](=[O:25])[CH:23]2[N:17]([CH2:18][CH2:19][C:20]([CH2:22]2)=[O:21])[C:15](=[O:16])[CH:14]([CH2:53][C:54]2[CH:59]=[CH:58][CH:57]=[CH:56][CH:55]=2)[N:13]([CH3:60])[C:11](=[O:12])[CH:10]2[N:6]([CH2:7][CH2:8][CH2:9]2)[C:4]1=[O:5] |f:0.1,5.6|. Procedure: To determine the Lactrol® dose required to prevent lactic acid formation during hydrolysate fermentation, a portion of intentionally-contaminated seed culture F1067 at EFT=19.3 hr (from Example 1) was used as a seed culture to inoculate cob hydrolysate medium (FRF13; see General Methods) (adjusted to pH 5.8, +10 mM sorbitol) at 10 vol % (final volume) containing either 0 ppm (sample F1069) or 2 ppm (sample F1071) of Lactrol®, which was then fermented at 33° C. (reduced to 30° C. at EFT=21 hr) an... Reactants: C(C=C)(=O)OCCCP(OCC)(OCC)=O (diethyl 3-acryloyloxypropylphosphonate), C[Si](C)(C)Br (trimethylsilyl bromide). Solvent: C(Cl)Cl (CH2Cl2), C(Cl)Cl (CH2Cl2). Yields the product C(C=C)(=O)OCCCP(O[Si](C)(C)C)(O[Si](C)(C)C)=O (di(trimethylsilyl) 3-acryloyloxypropylphosphonate). The yield is 99.0%. RXN SMILES: [C:1]([O:5][CH2:6][CH2:7][CH2:8][P:9](=[O:16])([O:13]CC)[O:10]CC)(=[O:4])[CH:2]=[CH2:3].[CH3:17][Si:18](Br)([CH3:20])[CH3:19]>C(Cl)Cl>[C:1]([O:5][CH2:6][CH2:7][CH2:8][P:9](=[O:16])([O:13][Si:18]([CH3:20])([CH3:19])[CH3:17])[O:10][Si:18]([CH3:20])([CH3:19])[CH3:17])(=[O:4])[CH:2]=[CH2:3]. Procedure details: To a solution of diethyl 3-acryloyloxypropylphosphonate (31.12 g; 0.124 moles) in CH2Cl2 (85 g) is added a solution of trimethylsilyl bromide (40 g; 0.261 moles) in CH2Cl2 (9.2 g) dropwise at room temperature. The mixture is refluxed for 4 hours. The solvent is evaporated on a rotary evaporator under reduced pressure to afford di(trimethylsilyl) 3-acryloyloxypropylphosphonate as a clear, colorless liquid (42.4 g; purity 95% by GC). 1H NMR (CDCl3, δ ppm) 0.006 (s, 9H, CH3—Si), 1.4-1.54 (m, 2H, CH... The reactants are C(CC(O)(C(=O)O)CC(=O)O)(=O)O (citric acid), C(C)OC(COC(C1=CC=CC=C1)(C1=CC=CC=C1)C1=CC=CC=C1)=O (trityloxy-acetic Acid Ethyl Ester), C(C)OC(COC(C1=CC=CC=C1)(C1=CC=CC=C1)C1=CC=CC=C1)=O (trityloxy-acetic Acid Ethyl Ester), O1CCCC1 (Tetrahydrofuran), C(C)[Mg]Br (ethyl magnesium bromide), C(C)OC(COC(C1=CC=CC=C1)(C1=CC=CC=C1)C1=CC=CC=C1)=O (trityloxy-acetic Acid Ethyl Ester). Reagents/catalysts: CC([O-])C.CC([O-])C.CC([O-])C.CC([O-])C.[Ti+4] (Titanium tetraisopropoxide). Reaction conditions: temperature 0 celsius, time 1 hour. Yields the product C(C1=CC=CC=C1)(C1=CC=CC=C1)(C1=CC=CC=C1)OCC1(CC1)O (1-trityloxymethyl-cyclopropanol). RXN SMILES: C([O:3][C:4](=O)[CH2:5][O:6][C:7]([C:20]1[CH:25]=[CH:24][CH:23]=[CH:22][CH:21]=1)(C1C=CC=CC=1)[C:8]1[CH:13]=[CH:12][CH:11]=[CH:10][CH:9]=1)C.[CH2:27]([Mg]Br)[CH3:28].[C:31](O)(=O)[CH2:32][C:33]([CH2:38][C:39](O)=O)(C(O)=O)O.O1CCC[CH2:45]1>CC(C)[O-].CC(C)[O-].CC(C)[O-].CC(C)[O-].[Ti+4]>[C:7]([O:6][CH2:5][C:4]1([OH:3])[CH2:28][CH2:27]1)([C:31]1[CH:32]=[CH:33][CH:38]=[CH:39][CH:45]=1)([C:8]1[CH:13]=[CH:12][CH:11]=[CH:10][CH:9]=1)[C:20]1[CH:25]=[CH:24][CH:23]=[CH:22][CH:21]=1 |f:4.5.6.7.8|. Procedure: Tetrahydrofuran [1040 ml, 3 ml/g with respect to the compound of formula (8)] was added to the compound of formula (8) prepared in Example 1 on the premise that the yield of Example 1 is 100%, and the mixture was cooled to 0° C. Titanium tetraisopropoxide (113.8 g, 0.4 mol) was added thereto, and ethyl magnesium bromide (1500 ml, 3.0 mol, 1 M concentration) was added thereto dropwise at 5˜15° C. over 3˜6 hours. After completion of the reaction was confirmed by HPLC, 20% aqueous citric acid solut...